Dataset: the Open Reaction Database (ORD), a public repository of structured organic reaction records. Task: describe an organic reaction: reactants, conditions, products, and yield The reactants are Ic1cnc2c(c1)NCCN2, O=S(=O)(Cl)c1ccccc1, c1ccncc1. Yields the product O=S(=O)(c1ccccc1)N1CCNc2ncc(I)cc21. RXN SMILES: [I:1][c:2]1[cH:3][c:4]2[c:5]([n:10][cH:11]1)[NH:6][CH2:7][CH2:8][NH:9]2.[c:12]1([S:18](=[O:19])(=[O:20])[Cl:21])[cH:13][cH:14][cH:15][cH:16][cH:17]1.[cH:22]1[cH:23][cH:24][n:25][cH:26][cH:27]1>>[I:1][c:2]1[cH:3][c:4]2[c:5]([n:10][cH:11]1)[NH:6][CH2:7][CH2:8][N:9]2[S:18]([c:12]1[cH:13][cH:14][cH:15][cH:16][cH:17]1)(=[O:19])=[O:20]. Starting materials: BrC=1SC=CC1 (2-bromothiophene), BrC=1SC=CC1 (2-bromothiophene), [Mg] (magnesium), CN1C[C@@H](CCC1)OC(C(C=1SC=CC1)=O)=O (oxo-thiophen-2-yl-acetic acid (R)-1-methyl-piperidin-3-yl ester), II (iodine), [Cl-].[NH4+] (ammonium chloride). The solvent is C1CCOC1 (THF), C1CCOC1 (THF), O (water), C1CCOC1 (THF). The product is CN1C[C@@H](CCC1)OC(C(C=1SC=CC1)(C=1SC=CC1)O)=O (Hydroxy-di-thiophen-2-yl-acetic acid (R)-1-methyl-piperidin-3-yl ester). RXN SMILES: Br[C:2]1[S:3][CH:4]=[CH:5][CH:6]=1.[Mg].II.[CH3:10][N:11]1[CH2:16][CH2:15][CH2:14][C@@H:13]([O:17][C:18](=[O:26])[C:19](=[O:25])[C:20]2[S:21][CH:22]=[CH:23][CH:24]=2)[CH2:12]1.[Cl-].[NH4+]>C1COCC1.O>[CH3:10][N:11]1[CH2:16][CH2:15][CH2:14][C@@H:13]([O:17][C:18](=[O:26])[C:19]([OH:25])([C:20]2[S:21][CH:22]=[CH:23][CH:24]=2)[C:2]2[S:3][CH:4]=[CH:5][CH:6]=2)[CH2:12]1 |f:4.5|. Procedure: A solution of 2-bromothiophene (0.092 ml, 0.94 mmol) in THF (2 ml) is added to magnesium (0.576 g, 23.7 mmol) followed by a single crystal of iodine. Additional 2-bromothiophene (2.2 ml, 22.8 mmol) in THF (48 ml) is then added dropwise whilst maintaining a gentle reflux. After the addition is completed the reaction mixture is heated to reflux for 1 hour. This mixture is then added to a solution of oxo-thiophen-2-yl-acetic acid (R)-1-methyl-piperidin-3-yl ester (6 g, 23.7 mmol) in THF dropwise wi... Starting materials: CO, CC(=O)Cc1ccc(Cl)c(S(=O)(=O)NCCO)c1, [H][H]. Product: CC(=O)Cc1cccc(S(=O)(=O)NCCO)c1. RXN SMILES: [CH3:21][OH:22].[Cl:1][c:2]1[c:3]([S:12](=[O:13])(=[O:14])[NH:15][CH2:16][CH2:17][OH:18])[cH:4][c:5]([CH2:8][C:9]([CH3:10])=[O:11])[cH:6][cH:7]1.[H:19][H:20]>>[cH:2]1[c:3]([S:12](=[O:13])(=[O:14])[NH:15][CH2:16][CH2:17][OH:18])[cH:4][c:5]([CH2:8][C:9]([CH3:10])=[O:11])[cH:6][cH:7]1. Product: CS(=O)(=O)CC1=NOC(=N1)C1CN(CC(C1)C1=CC=C(C=C1)OC(F)(F)F)C(=O)N1CCOCC1 (4-[(3-{3-[(Methylsulphonyl)methyl]-1,2,4-oxadiazol-5-yl}-5-[4-(trifluoromethoxy)phenyl]piperidin-1-yl)carbonyl]morpholine). As a reaction SMILES: [N:1]1([C:7]([N:9]2[CH2:14][CH:13]([C:15]3[CH:20]=[CH:19][C:18]([O:21][C:22]([F:25])([F:24])[F:23])=[CH:17][CH:16]=3)[CH2:12][CH:11]([C:26]([OH:28])=O)[CH2:10]2)=[O:8])[CH2:6][CH2:5][O:4][CH2:3][CH2:2]1.O[N:30]=[C:31]([NH2:37])[CH2:32][S:33]([CH3:36])(=[O:35])=[O:34]>>[CH3:36][S:33]([CH2:32][C:31]1[N:37]=[C:26]([CH:11]2[CH2:12][CH:13]([C:15]3[CH:20]=[CH:19][C:18]([O:21][C:22]([F:25])([F:23])[F:24])=[CH:17][CH:16]=3)[CH2:14][N:9]([C:7]([N:1]3[CH2:6][CH2:5][O:4][CH2:3][CH2:2]3)=[O:8])[CH2:10]2)[O:28][N:30]=1)(=[O:35])=[O:34]. The reactants are N1(CCOCC1)C(=O)N1CC(CC(C1)C1=CC=C(C=C1)OC(F)(F)F)C(=O)O (1-(Morpholin-4-ylcarbonyl)-5-[4-(trifluoromethoxy)phenyl]piperidine-3-carboxylic acid), ON=C(CS(=O)(=O)C)N (N′-hydroxy-2-(methylsulphonyl)ethanimidamide). Procedure: 80 mg (0.20 mmol) of 1-(morpholin-4-ylcarbonyl)-5-[4-(trifluoromethoxy)phenyl]piperidine-3-carboxylic acid (Example 44A) and 33 mg (0.22 mmol, 1.1 eq.) of N′-hydroxy-2-(methylsulphonyl)ethanimidamide were reacted according to the General Method 1. Yield: 50 mg (48% of theory) Reactants: N1=CC(=CC=C1)N1CCNCC1 (1-(3-pyridinyl)piperazine), BrCC(=O)C1=CC=C(C=C1)NS(=O)(=O)C (N-[4-(bromoacetyl)phenyl]methanesulphonamide). Product: N1=CC(=CC=C1)N1CCN(CC1)CC(=O)C1=CC=C(C=C1)NS(=O)(=O)C (N-{4-[2-(4-[3-Pyridinyl]-1-piperazinyl)acetyl]phenyl}methanesulphonamide). Isolated yield 60.4%. Reaction SMILES: [N:1]1[CH:6]=[CH:5][CH:4]=[C:3]([N:7]2[CH2:12][CH2:11][NH:10][CH2:9][CH2:8]2)[CH:2]=1.Br[CH2:14][C:15]([C:17]1[CH:22]=[CH:21][C:20]([NH:23][S:24]([CH3:27])(=[O:26])=[O:25])=[CH:19][CH:18]=1)=[O:16]>>[N:1]1[CH:6]=[CH:5][CH:4]=[C:3]([N:7]2[CH2:8][CH2:9][N:10]([CH2:14][C:15]([C:17]3[CH:18]=[CH:19][C:20]([NH:23][S:24]([CH3:27])(=[O:26])=[O:25])=[CH:21][CH:22]=3)=[O:16])[CH2:11][CH2:12]2)[CH:2]=1. Procedure: Treatment of 1-(3-pyridinyl)piperazine (0.65 g) with N-[4-(bromoacetyl)phenyl]methanesulphonamide (1.17 g) according to the method of Example 1 gave the title compound, (0.90 g), m.p. 197°-198° C. The reactants are [Si](C)(C)(C(C)(C)C)OCC=1SSC(=CC1)CO (3-[(tert-butyldimethylsilyloxy)methyl]-6-(hydroxymethyl)-1,2-dithiin), CC(=O)OI1(C=2C=CC=CC2C(=O)O1)(OC(=O)C)OC(=O)C (Dess-Martin periodinane), O (H2O). Yield: 94.0%. Reaction conditions: temperature 0 celsius, time 30 minute. Reported procedure: To a solution of 3-[(tert-butyldimethylsilyloxy)methyl]-6-(hydroxymethyl)-1,2-dithiin (U.S. Ser. No. 08/212,096) (600 mg, 2.07 mmol) in THF (25 mL) at 0° C. was added quickly the Dess-Martin periodinane reagent (1.20 g, 2.83 mmol) and the mixture was stirred at 0° C. for 30 min, then at room temperature for another 30 min. Upon completion of the reaction (monitored by TLC), 12 mL of H2O was added and the mixture was extracted with ether (3×). The combined organics washings were washed with H2O, ... As a reaction SMILES: [Si:1]([O:8][CH2:9][C:10]1[S:11][S:12][C:13]([CH2:16][OH:17])=[CH:14][CH:15]=1)([C:4]([CH3:7])([CH3:6])[CH3:5])([CH3:3])[CH3:2].CC(OI1(OC(C)=O)(OC(C)=O)OC(=O)C2C=CC=CC1=2)=O.O>C1COCC1>[Si:1]([O:8][CH2:9][C:10]1[S:11][S:12][C:13]([CH:16]=[O:17])=[CH:14][CH:15]=1)([C:4]([CH3:7])([CH3:5])[CH3:6])([CH3:3])[CH3:2]. Solvent: C1CCOC1 (THF). Product: [Si](C)(C)(C(C)(C)C)OCC=1SSC(=CC1)C=O (3-[(tert-Butyldimethylsilyloxy)methyl]-6-formyl-1,2-dithiin). Reactants: BrC=1C=C(C(=NC1)C1=CC=C(C=C1)OC)NC1=C(C(=NC2=CC(=CC(=C12)F)F)C1=NC=CC=C1)C (N-(5-bromo-2-(4-methoxyphenyl)pyridin-3-yl)-5,7-difluoro-3-methyl-2-(pyridin-2-yl)quinolin-4-amine), C1(CCCCC1)P(C1(C(=C(C=C(C1)C(C)C)C(C)C)C1=CC=CC=C1)C(C)C)C1CCCCC1 (2-dicyclohexylphosphino-2,4,6,-triisopropylbiphenyl), CC(C)([O-])C.[Na+] (sodium tert-butoxide), N1CCOCC1 (morpholine), C(=O)([O-])[O-].[Na+].[Na+] (Na2CO3). The solvent is C1(=CC=CC=C1)C (toluene). Procedure details: A stirred mixture of mostly N-(5-bromo-2-(4-methoxyphenyl)pyridin-3-yl)-5,7-difluoro-3-methyl-2-(pyridin-2-yl)quinolin-4-amine (0.093 g, 0.18 mmol), 2-dicyclohexylphosphino-2,4,6,-triisopropylbiphenyl (0.017 g, 0.035 mmol), tris(dibenzylideneacetone)dipalladium (0) (0.017 g, 0.018 mmol), and sodium tert-butoxide (0.058 g, 0.60 mmol) in dry toluene (3.0 mL) was purged three times with argon and placed under vacuum three times, then morpholine (0.2 mL, 2.30 mmol) was added to the mixture by syring... RXN SMILES: Br[C:2]1[CH:3]=[C:4]([NH:16][C:17]2[C:26]3[C:21](=[CH:22][C:23]([F:28])=[CH:24][C:25]=3[F:27])[N:20]=[C:19]([C:29]3[CH:34]=[CH:33][CH:32]=[CH:31][N:30]=3)[C:18]=2[CH3:35])[C:5]([C:8]2[CH:13]=[CH:12][C:11]([O:14][CH3:15])=[CH:10][CH:9]=2)=[N:6][CH:7]=1.C1(P(C2CCCCC2)C2(C(C)C)CC(C(C)C)=CC(C(C)C)=C2C2C=CC=CC=2)CCCCC1.CC(C)([O-])C.[Na+].[NH:76]1[CH2:81][CH2:80][O:79][CH2:78][CH2:77]1.C([O-])([O-])=O.[Na+].[Na+]>C1(C)C=CC=CC=1.C1C=CC(/C=C/C(/C=C/C2C=CC=CC=2)=O)=CC=1.C1C=CC(/C=C/C(/C=C/C2C=CC=CC=2)=O)=CC=1.C1C=CC(/C=C/C(/C=C/C2C=CC=CC=2)=O)=CC=1.[Pd].[Pd]>[F:27][C:25]1[CH:24]=[C:23]([F:28])[CH:22]=[C:21]2[C:26]=1[C:17]([NH:16][C:4]1[C:5]([C:8]3[CH:13]=[CH:12][C:11]([O:14][CH3:15])=[CH:10][CH:9]=3)=[N:6][CH:7]=[C:2]([N:76]3[CH2:81][CH2:80][O:79][CH2:78][CH2:77]3)[CH:3]=1)=[C:18]([CH3:35])[C:19]([C:29]1[CH:34]=[CH:33][CH:32]=[CH:31][N:30]=1)=[N:20]2 |f:2.3,5.6.7,9.10.11.12.13|. Reagents/catalysts: C=1C=CC(=CC1)/C=C/C(=O)/C=C/C2=CC=CC=C2.C=1C=CC(=CC1)/C=C/C(=O)/C=C/C2=CC=CC=C2.C=1C=CC(=CC1)/C=C/C(=O)/C=C/C2=CC=CC=C2.[Pd].[Pd] (tris(dibenzylideneacetone)dipalladium). The product is FC1=C2C(=C(C(=NC2=CC(=C1)F)C1=NC=CC=C1)C)NC=1C(=NC=C(C1)N1CCOCC1)C1=CC=C(C=C1)OC (5,7-Difluoro-N-(2-(4-methoxyphenyl)-5-(4-morpholinyl)-3-pyridinyl)-3-methyl-2-(2-pyridinyl)-4-quinolinamine). Reaction conditions: temperature 100 celsius, time 23.5 hour. Reactants: BrC=1C(=NC2=CC=C(C=C2N1)C(=O)OC)C1=CC=CC=C1 (methyl 3-bromo-2-phenylquinoxaline-6-carboxylate), C1(CCCCC1)N (cyclohexanamine), C([O-])([O-])=O.[K+].[K+] (potassium carbonate). The solvent is CN(C=O)C (N,N-dimethylformamide). Reaction conditions: temperature 100 celsius, time 8 hour. The product is C1(CCCCC1)NC=1C(=NC2=CC=C(C=C2N1)C(=O)OC)C1=CC=CC=C1 (Methyl 3-(cyclohexylamino)-2-phenylquinoxaline-6-carboxylate). As a reaction SMILES: Br[C:2]1[C:3]([C:16]2[CH:21]=[CH:20][CH:19]=[CH:18][CH:17]=2)=[N:4][C:5]2[C:10]([N:11]=1)=[CH:9][C:8]([C:12]([O:14][CH3:15])=[O:13])=[CH:7][CH:6]=2.[CH:22]1([NH2:28])[CH2:27][CH2:26][CH2:25][CH2:24][CH2:23]1.C(=O)([O-])[O-].[K+].[K+]>CN(C)C=O>[CH:22]1([NH:28][C:2]2[C:3]([C:16]3[CH:21]=[CH:20][CH:19]=[CH:18][CH:17]=3)=[N:4][C:5]3[C:10]([N:11]=2)=[CH:9][C:8]([C:12]([O:14][CH3:15])=[O:13])=[CH:7][CH:6]=3)[CH2:27][CH2:26][CH2:25][CH2:24][CH2:23]1 |f:2.3.4|. Reported procedure: Into a 10-mL sealed tube, was placed methyl 3-bromo-2-phenylquinoxaline-6-carboxylate (150 mg, 0.44 mmol, 1.00 equiv), cyclohexanamine (131.03 mg, 1.32 mmol, 3.00 equiv), potassium carbonate (304.41 mg, 2.21 mmol, 5.00 equiv), and N,N-dimethylformamide (2 mL). The resulting solution was stirred overnight at 100° C. in an oil bath. The reaction was then quenched by the addition of 20 mL of water. The resulting aqueous solution was extracted with 3×50 mL of ethyl acetate. The organic layers were c... Reactants: C(C)(C)(C)OC(=O)N1C(CCC1)COC1=CC=C(C=C1)OC1=CC=C(C=C1)C#N (2-[4-(4-Cyano-phenoxy)-phenoxymethyl]-pyrrolidine-1-carboxylic acid tert-butyl ester), Cl (HCl). Run in O1CCOCC1 (dioxane). The product is Cl.N1[C@H](CCC1)COC1=CC=C(OC2=CC=C(C#N)C=C2)C=C1 (4-[4-((R)-1-Pyrrolidin-2-ylmethoxy)-phenoxy]-benzonitrile hydrochloride). Isolated yield 85.0%. As a reaction SMILES: C(OC([N:8]1[CH2:12][CH2:11][CH2:10][CH:9]1[CH2:13][O:14][C:15]1[CH:20]=[CH:19][C:18]([O:21][C:22]2[CH:27]=[CH:26][C:25]([C:28]#[N:29])=[CH:24][CH:23]=2)=[CH:17][CH:16]=1)=O)(C)(C)C.[ClH:30]>O1CCOCC1>[ClH:30].[NH:8]1[CH2:12][CH2:11][CH2:10][C@@H:9]1[CH2:13][O:14][C:15]1[CH:20]=[CH:19][C:18]([O:21][C:22]2[CH:27]=[CH:26][C:25]([C:28]#[N:29])=[CH:24][CH:23]=2)=[CH:17][CH:16]=1 |f:3.4|. Procedure details: Following the general procedure for Example 11 (step 4), the product from step 3 (0.3 g, 0.76 mmol) was treated with 4M HCl in dioxane (5 mL) to afford the title compound (0.21 g, 85%) as a white solid; 1H NMR (400 MHz, DMSO-d6) 1.75 (m, 1H), 1.88-2.02 (m, 2H), 2.12 (m, 1H), 3.22 (m, 2H), 3.90 (m, 1H), 4.17 (m, 1H), 4.27 (dd, J1=3.8 Hz, J2=10.8 Hz, 1H), 7.03 (d, J=9.2 Hz, 2H), 7.09 (m, 2H), 7.15 (m, 2H), 7.82 (d, J=8.8 Hz, 2H), 9.10 (br s, 1H), 9.65 (br s, 1H); MS (m/z) 295.5 (M+1); LC (95.1%),